From a dataset of the Open Reaction Database (ORD), a public repository of structured organic reaction records. describe an organic reaction: reactants, conditions, products, and yield Reactants: FC=1C=C(C=CC1F)C(C(C(=O)OCC)CC1=CC=C(C=C1)C(F)(F)F)O (ethyl (2RS,3RS)-3-(3,4-difluorophenyl)-3-hydroxy-2-((4-(trifluoromethyl)phenyl)methyl)propionate), [OH-].[Na+] (sodium hydroxide), Cl (hydrochloric acid). Run in CO (methanol). Conditions: time 8 hour. The product is FC=1C=C(C=CC1F)C(C(C(=O)O)CC1=CC=C(C=C1)C(F)(F)F)O ((2RS,3RS)-3-(3,4-difluorophenyl)-3-hydroxy-2-((4-(trifluoromethyl)phenyl)methyl)propionic acid). The yield is 74.4%. Reaction SMILES: [F:1][C:2]1[CH:3]=[C:4]([CH:9]([OH:27])[CH:10]([CH2:16][C:17]2[CH:22]=[CH:21][C:20]([C:23]([F:26])([F:25])[F:24])=[CH:19][CH:18]=2)[C:11]([O:13]CC)=[O:12])[CH:5]=[CH:6][C:7]=1[F:8].[OH-].[Na+].Cl>CO>[F:1][C:2]1[CH:3]=[C:4]([CH:9]([OH:27])[CH:10]([CH2:16][C:17]2[CH:22]=[CH:21][C:20]([C:23]([F:24])([F:25])[F:26])=[CH:19][CH:18]=2)[C:11]([OH:13])=[O:12])[CH:5]=[CH:6][C:7]=1[F:8] |f:1.2|. Procedure: To a solution of ethyl (2RS,3RS)-3-(3,4-difluorophenyl)-3-hydroxy-2-((4-(trifluoromethyl)phenyl)methyl)propionate (9.7 g, 25.0 mmol) in methanol (40 ml) was added 2N aqueous sodium hydroxide solution (25 ml, 50.0 mmol) and the mixture was stirred overnight at room temperature. The reaction solution was acidified with 1N hydrochloric acid and extracted with ethyl acetate (200 ml×2). The extract was washed with water and saturated brine, dried over anhydrous magnesium sulfate and evaporated under ... Reactants: Cc1nn(-c2cccc(C(F)(F)F)c2)c(C2CC2)c1C(=O)N1CCC(=O)CC1, CC(=O)NC1CCNC1. Product: CC(=O)NC1CCN(C2CCN(C(=O)c3c(C)nn(-c4cccc(C(F)(F)F)c4)c3C3CC3)CC2)C1. Reaction SMILES: [CH:1]1([c:4]2[c:5]([C:20](=[O:21])[N:22]3[CH2:23][CH2:24][C:25](=[O:28])[CH2:26][CH2:27]3)[c:6]([CH3:19])[n:7][n:8]2-[c:9]2[cH:10][c:11]([C:15]([F:16])([F:17])[F:18])[cH:12][cH:13][cH:14]2)[CH2:2][CH2:3]1.[NH:29]1[CH2:30][CH:31]([NH:34][C:35]([CH3:36])=[O:37])[CH2:32][CH2:33]1>>[CH:1]1([c:4]2[c:5]([C:20](=[O:21])[N:22]3[CH2:23][CH2:24][CH:25]([N:29]4[CH2:30][CH:31]([NH:34][C:35]([CH3:36])=[O:37])[CH2:32][CH2:33]4)[CH2:26][CH2:27]3)[c:6]([CH3:19])[n:7][n:8]2-[c:9]2[cH:10][c:11]([C:15]([F:16])([F:17])[F:18])[cH:12][cH:13][cH:14]2)[CH2:2][CH2:3]1. The reactants are Grignard reagent, C1(=CC=CC=C1)CCBr (2-phenylbromoethane), [Mg] (magnesium), CCOCC (ether), CC(C#N)(C)C1=C(C=CC(=C1)OC)OC (2-methyl-2-(2,5-dimethoxyphenyl)propionitrile), CCOCC (ether). Yields the product CC(C)(C(CCC1=CC=CC=C1)=O)C1=C(C=CC(=C1)OC)OC (2-methyl-2-(2,5-dimethoxyphenyl)-5-phenyl-3-pentanone). As a reaction SMILES: [C:1]1([CH2:7][CH2:8]Br)[CH:6]=[CH:5][CH:4]=[CH:3][CH:2]=1.[Mg].[CH3:11][C:12]([C:16]1[CH:21]=[C:20]([O:22][CH3:23])[CH:19]=[CH:18][C:17]=1[O:24][CH3:25])([CH3:15])[C:13]#N.CC[O:28]CC>>[CH3:15][C:12]([C:16]1[CH:21]=[C:20]([O:22][CH3:23])[CH:19]=[CH:18][C:17]=1[O:24][CH3:25])([C:13](=[O:28])[CH2:8][CH2:7][C:1]1[CH:6]=[CH:5][CH:4]=[CH:3][CH:2]=1)[CH3:11]. Reported procedure: To a solution of the Grignard reagent prepared from 2-phenylbromoethane (5.5 g.), magnesium (0.8 g.) and dry ether (60 ml.) is added a solution of 2-methyl-2-(2,5-dimethoxyphenyl)propionitrile (2.75 g.) in dry ether (20 ml.). The ether is distilled off and replaced by dry benzene (50 ml.) and the mixture refluxed for 48 hours. It is then decomposed by careful treatment with dilute sulfuric acid and heated on a steam bath for one hour. The mixture is then extracted with ether, the extract dried (... The reactants are COC(C(=O)O)C(=O)NCC(F)(F)C(F)(F)F, CN1C(=O)C(N)c2ccccc2-c2ccccc21. Product: COC(C(=O)NCC(F)(F)C(F)(F)F)C(=O)NC1C(=O)N(C)c2ccccc2-c2ccccc21. As a reaction SMILES: [CH3:19][O:20][CH:21]([C:22](=[O:23])[OH:24])[C:25](=[O:26])[NH:27][CH2:28][C:29]([C:30]([F:31])([F:32])[F:33])([F:34])[F:35].[NH2:1][CH:2]1[c:3]2[c:4]([cH:15][cH:16][cH:17][cH:18]2)-[c:5]2[c:6]([cH:11][cH:12][cH:13][cH:14]2)[N:7]([CH3:10])[C:8]1=[O:9]>>[NH:1]([CH:2]1[c:3]2[c:4]([cH:15][cH:16][cH:17][cH:18]2)-[c:5]2[c:6]([cH:11][cH:12][cH:13][cH:14]2)[N:7]([CH3:10])[C:8]1=[O:9])[C:22]([CH:21]([O:20][CH3:19])[C:25](=[O:26])[NH:27][CH2:28][C:29]([C:30]([F:31])([F:32])[F:33])([F:34])[F:35])=[O:23]. Reactants: ClCCl, CC(=O)NC(C(=O)O)C(C(O)CNS(=O)(=O)c1ccccc1)N1CCc2ccccc2C1=O. The product is CC(=O)NC(C(=O)O)C(C(=O)CNS(=O)(=O)c1ccccc1)N1CCc2ccccc2C1=O. As a reaction SMILES: [Cl:34][CH2:35][Cl:36].[O:1]=[C:2]1[N:3]([CH:12]([CH:13]([C:14](=[O:15])[OH:16])[NH:17][C:18](=[O:19])[CH3:20])[CH:21]([CH2:22][NH:23][S:24](=[O:25])(=[O:26])[c:27]2[cH:28][cH:29][cH:30][cH:31][cH:32]2)[OH:33])[CH2:4][CH2:5][c:6]2[cH:7][cH:8][cH:9][cH:10][c:11]21>>[O:1]=[C:2]1[N:3]([CH:12]([CH:13]([C:14](=[O:15])[OH:16])[NH:17][C:18](=[O:19])[CH3:20])[C:21]([CH2:22][NH:23][S:24](=[O:25])(=[O:26])[c:27]2[cH:28][cH:29][cH:30][cH:31][cH:32]2)=[O:33])[CH2:4][CH2:5][c:6]2[cH:7][cH:8][cH:9][cH:10][c:11]21. Reactants: C(C)OC(\C=C\C(C)(C)C1=CC(=CC=C1)OC)=O (ethyl-E-4-(3-methoxyphenyl)-4-methylpent-2-enoate). Reagents/catalysts: [Pd] (palladium on carbon). Solvent: C(C)(=O)OCC (ethyl acetate). Reaction conditions: time 18 hour. Yields the product C(C)OC(CCC(C)(C)C1=CC(=CC=C1)OC)=O (Ethyl-4-(3-methoxyphenyl)-4-methylpentanoate). As a reaction SMILES: [CH2:1]([O:3][C:4](=[O:18])/[CH:5]=[CH:6]/[C:7]([C:10]1[CH:15]=[CH:14][CH:13]=[C:12]([O:16][CH3:17])[CH:11]=1)([CH3:9])[CH3:8])[CH3:2]>C(OCC)(=O)C.[Pd]>[CH2:1]([O:3][C:4](=[O:18])[CH2:5][CH2:6][C:7]([C:10]1[CH:15]=[CH:14][CH:13]=[C:12]([O:16][CH3:17])[CH:11]=1)([CH3:8])[CH3:9])[CH3:2]. Procedure: 27.2 g (109.5 mmol) of ethyl-E-4-(3-methoxyphenyl)-4-methylpent-2-enoate is mixed in 293 ml of ethyl acetate with 2.72 g of palladium on carbon (10%) and stirred for 18 hours at room temperature under a hydrogen atmosphere. The catalyst is removed by filtration through a glass fiber filter, and the residue that remains after the concentration by evaporation (27.2 g=99.2%) is incorporated in crude form into the next stage. Starting materials: CC(Cl)c1cccnc1, Cc1nonc1CC(=O)O. The reagents and catalysts are O=C([O-])[O-].[Cs+].[Cs+] (cesium carbonate), [I-].[K+] (potassium iodide). Run in CN(C)C=O (DMF), CN(C)C=O (dmf), CN(C)C=O (DMF). Reaction conditions: temperature 70 celsius, time 16 hour. Product: Cc1nonc1CC(=O)OC(C)c1cccnc1.